The task is: describe an organic reaction: reactants, conditions, products, and yield. This data is from the Open Reaction Database (ORD), a public repository of structured organic reaction records. Starting materials: ClC=1C(=NC=C(C1)OC)C(CN1C(C=2C(C1=O)=CC=CC2)=O)=O (N-[2-(3-chloro-5-methoxypyridin-2-yl)-2-oxoethyl]phthalimide), Cl.CON (methoxyamine hydrochloride), N1=CC=CC=C1 (pyridine). Solvent: C(C)O (ethanol). Conditions: temperature 80 celsius, time 6 hour. The product is ClC=1C(=NC=C(C1)OC)C(CN1C(C=2C(C1=O)=CC=CC2)=O)=NOC (N-[2-(3-chloro-5-methoxypyridin-2-yl)-2-(methoxyimino)ethyl]phthalimide). Yield: 77.4%. As a reaction SMILES: [Cl:1][C:2]1[C:3]([C:10](=O)[CH2:11][N:12]2[C:16](=[O:17])[C:15]3=[CH:18][CH:19]=[CH:20][CH:21]=[C:14]3[C:13]2=[O:22])=[N:4][CH:5]=[C:6]([O:8][CH3:9])[CH:7]=1.Cl.[CH3:25][O:26][NH2:27].N1C=CC=CC=1>C(O)C>[Cl:1][C:2]1[C:3]([C:10](=[N:27][O:26][CH3:25])[CH2:11][N:12]2[C:16](=[O:17])[C:15]3=[CH:18][CH:19]=[CH:20][CH:21]=[C:14]3[C:13]2=[O:22])=[N:4][CH:5]=[C:6]([O:8][CH3:9])[CH:7]=1 |f:1.2|. Reported procedure: To a solution of 120 mg of N-[2-(3-chloro-5-methoxypyridin-2-yl)-2-oxoethyl]phthalimide and 60 mg of methoxyamine hydrochloride in 5 ml of ethanol, 85 mg of pyridine was added, and the mixture was stirred at 80° C. for 6 hours. After completion of the reaction, the solvent was evaporated under reduced pressure, and the resulting residue was purified by silica gel column chromatography using ethyl acetate-hexane (with a gradient of from 1:9 to 3:7) as the eluent to obtain 101 mg of the desired pr... Starting materials: NC1=CC=C(C=C1)C1=NC2=C(N1C1CCCC1)C=CC(=C2)C(=O)OCC (ethyl 2-(4-aminophenyl)-1-cyclopentylbenzimidazole-5-carboxylate), C(C1=CC=CC=C1)(=O)Cl (benzoyl chloride). Run in N1=CC=CC=C1 (pyridine), C(Cl)(Cl)Cl (chloroform). Run at time 30 minute. The product is C(C1=CC=CC=C1)(=O)NC1=CC=C(C=C1)C1=NC2=C(N1C1CCCC1)C=CC(=C2)C(=O)OCC (ethyl 2-(4-benzoylaminophenyl)-1-cyclopentylbenzimidazole-5-carboxylate). Isolated yield 103.5%. RXN SMILES: [NH2:1][C:2]1[CH:7]=[CH:6][C:5]([C:8]2[N:12]([CH:13]3[CH2:17][CH2:16][CH2:15][CH2:14]3)[C:11]3[CH:18]=[CH:19][C:20]([C:22]([O:24][CH2:25][CH3:26])=[O:23])=[CH:21][C:10]=3[N:9]=2)=[CH:4][CH:3]=1.[C:27](Cl)(=[O:34])[C:28]1[CH:33]=[CH:32][CH:31]=[CH:30][CH:29]=1>N1C=CC=CC=1.C(Cl)(Cl)Cl>[C:27]([NH:1][C:2]1[CH:7]=[CH:6][C:5]([C:8]2[N:12]([CH:13]3[CH2:17][CH2:16][CH2:15][CH2:14]3)[C:11]3[CH:18]=[CH:19][C:20]([C:22]([O:24][CH2:25][CH3:26])=[O:23])=[CH:21][C:10]=3[N:9]=2)=[CH:4][CH:3]=1)(=[O:34])[C:28]1[CH:33]=[CH:32][CH:31]=[CH:30][CH:29]=1. Procedure details: Ethyl 1-cyclopentyl-2-(4-aminophenyl)benzimidazole-5-carboxylate (300 mg) obtained in Example 22 was dissolved in pyridine (3 ml) and chloroform (3 ml), and benzoyl chloride (127 mg) was added. The mixture was stirred for 30 min at room temperature. The reaction mixture was concentrated under reduced pressure and water was added to the residue to allow crystallization. The crystals were collected by filtration to give the title compound (403 mg, yield 100%). The reactants are COc1c(Br)cc(CC(=O)Cl)cc1Br, O=C(O)C(=O)O, ClCCl, NCCc1cccc([N+](=O)[O-])c1, [Na+], [OH-]. The product is COc1c(Br)cc(CC(=O)NCCc2cccc([N+](=O)[O-])c2)cc1Br. RXN SMILES: [Br:19][c:20]1[cH:21][c:22]([CH2:29][C:30](=[O:31])[Cl:32])[cH:23][c:24]([Br:28])[c:25]1[O:26][CH3:27].[C:1]([OH:2])(=[O:3])[C:4]([OH:5])=[O:6].[CH2:33]([Cl:34])[Cl:35].[N+:7](=[O:8])([O-:9])[c:10]1[cH:11][c:12]([CH2:13][CH2:14][NH2:15])[cH:16][cH:17][cH:18]1.[Na+:37].[OH-:36]>>[N+:7](=[O:8])([O-:9])[c:10]1[cH:11][c:12]([CH2:13][CH2:14][NH:15][C:30]([CH2:29][c:22]2[cH:21][c:20]([Br:19])[c:25]([O:26][CH3:27])[c:24]([Br:28])[cH:23]2)=[O:31])[cH:16][cH:17][cH:18]1.